Dataset: the Open Reaction Database (ORD), a public repository of structured organic reaction records. Task: describe an organic reaction: reactants, conditions, products, and yield Reported procedure: A suspension of 1-(1-methylpiperidin-4-yl)-6-nitro-3,4-dihydroquinolin-2(1H)-one (300 mg, 1.04 mmol) and palladium on activated carbon (10% wt, 55 mg, 0.05 mmol) in 20 mL ethanol/4 mL THF was stirred under a balloon of hydrogen overnight. The suspension was filtered through a pad of celite. The filter pad was rinsed with 50 mL methanol, and the filtrate was concentrated to give a viscous oil. The crude product was used without further purification. (250 mg, 92.6%). 1H-NMR (CDCl3) δ 7.06 (d, J=9.... Reagents/catalysts: [Pd] (palladium on activated carbon). RXN SMILES: [CH3:1][N:2]1[CH2:7][CH2:6][CH:5]([N:8]2[C:17]3[C:12](=[CH:13][C:14]([N+:18]([O-])=O)=[CH:15][CH:16]=3)[CH2:11][CH2:10][C:9]2=[O:21])[CH2:4][CH2:3]1.[H][H]>[Pd].C(O)C>[NH2:18][C:14]1[CH:13]=[C:12]2[C:17](=[CH:16][CH:15]=1)[N:8]([CH:5]1[CH2:4][CH2:3][N:2]([CH3:1])[CH2:7][CH2:6]1)[C:9](=[O:21])[CH2:10][CH2:11]2. Starting materials: CN1CCC(CC1)N1C(CCC2=CC(=CC=C12)[N+](=O)[O-])=O (1-(1-methylpiperidin-4-yl)-6-nitro-3,4-dihydroquinolin-2(1H)-one), [H][H] (hydrogen). Run in C(C)O (ethanol). The product is NC=1C=C2CCC(N(C2=CC1)C1CCN(CC1)C)=O (6-Amino-1-(1-methylpiperidin-4-yl)-3,4-dihydroquinolin-2(1H)-one). The reactants are 4-aminoalkyl-2(3H)-indolones, 4-aminoalkyl-7-hydroxy-2(3H)-indolones, CC1=C(C=CC=C1[N+](=O)[O-])CC(=O)O (2-methyl-3-nitro-benzene acetic acid), CCCN(CCC)CCC=1C=CC=C2C1CC(=O)N2.Cl (Ropinirole HCl), 7-hydroxy, ( ii ). Product: CCCN(CCC)CCC=1C=CC=C2C1CC(=O)N2 (Ropinirole). RXN SMILES: [CH3:1][CH2:2][CH2:3][N:4]([CH2:8][CH2:9][C:10]1[CH:11]=[CH:12][CH:13]=[C:14]2[NH:19][C:17](=[O:18])[CH2:16][C:15]=12)[CH2:5][CH2:6][CH3:7].Cl.CC1C([N+]([O-])=O)=CC=CC=1CC(O)=O>>[CH3:7][CH2:6][CH2:5][N:4]([CH2:8][CH2:9][C:10]1[CH:11]=[CH:12][CH:13]=[C:14]2[NH:19][C:17](=[O:18])[CH2:16][C:15]=12)[CH2:3][CH2:2][CH3:1] |f:0.1|. Procedure: The processes for the preparation of Ropinirole HCl and its derivatives have previously been described. U.S. Pat. No. 4,452,808 describes the preparation of 4-aminoalkyl-2(3H)-indolones starting from either 4-aminoalkyl-7-hydroxy-2(3H)-indolones or 2-methyl-3-nitro-benzene acetic acid by two different processes. The 7-hydroxy intermediate (i) is first converted to its tetrazolo derivative (ii) which is then hydrogenated to get Ropinirole as shown in Scheme 1. Preparation of 7-hydroxy intermediat... Reactants: CCN(C(C)C)C(C)C, CN(C)C=O, COc1cc(C(=O)O)ccc1Nc1ncc2c(n1)N(C1CCCC1)CC(F)(F)C(=O)N2C, NC1CCN(C2CC2)CC1, O. Product: COc1cc(C(=O)NC2CCN(C3CC3)CC2)ccc1Nc1ncc2c(n1)N(C1CCCC1)CC(F)(F)C(=O)N2C. Reaction SMILES: [CH2:33]([N:34]([CH:35]([CH3:36])[CH3:37])[CH:38]([CH3:39])[CH3:40])[CH3:41].[CH3:52][N:53]([CH3:54])[CH:55]=[O:56].[CH:1]1([N:6]2[c:7]3[c:8]([cH:17][n:18][c:19]([NH:21][c:22]4[c:23]([O:31][CH3:32])[cH:24][c:25]([C:26](=[O:27])[OH:28])[cH:29][cH:30]4)[n:20]3)[N:9]([CH3:16])[C:10](=[O:15])[C:11]([F:13])([F:14])[CH2:12]2)[CH2:2][CH2:3][CH2:4][CH2:5]1.[CH:42]1([N:45]2[CH2:46][CH2:47][CH:48]([NH2:51])[CH2:49][CH2:50]2)[CH2:43][CH2:44]1.[OH2:57]>>[CH:1]1([N:6]2[c:7]3[c:8]([cH:17][n:18][c:19]([NH:21][c:22]4[c:23]([O:31][CH3:32])[cH:24][c:25]([C:26](=[O:28])[NH:51][CH:48]5[CH2:47][CH2:46][N:45]([CH:42]6[CH2:43][CH2:44]6)[CH2:50][CH2:49]5)[cH:29][cH:30]4)[n:20]3)[N:9]([CH3:16])[C:10](=[O:15])[C:11]([F:13])([F:14])[CH2:12]2)[CH2:2][CH2:3][CH2:4][CH2:5]1.